This data is from the Open Reaction Database (ORD), a public repository of structured organic reaction records. The task is: describe an organic reaction: reactants, conditions, products, and yield Reactants: C(CCC)NC([C@@H](C[C@@H]([C@H](C[C@H](C(C1=CC(=C(C=C1)OC)CC(OC)OC)O)C(C)C)N=[N+]=[N-])O)C(C)C)=O (5(S)-Azido-4(S),8(R,S)-dihydroxy-2(S),7(S)-diisopropyl-8-[4-methoxy-3-(2-methoxy-methoxyethyl)-phenyl]-octanoic acid (N-butyl)-amide), C(C)(C)[C@@H]1C(OC[C@@H]1[C@H](C[C@H](C(C1=CC(=C(C=C1)OC)CCOCOC)O)C(C)C)N=[N+]=[N-])=O (3(S)-isopropyl-4(S)-{1(S)-azido-4(R,S)-hydroxy-3(S)-isopropyl -4-[4-methoxy-3-(2-methoxymethoxyethyl)-phenyl]-butyl}-tetrahydrofuran-2-one), C(CCC)N (n-butylamine). Product: C(CCC)NC([C@@H](C[C@@H]([C@H](C[C@H](C(C1=CC(=C(C=C1)OC)CCOCOC)O)C(C)C)N)O)C(C)C)=O (5(S)-Amino-4(S),8(R,S)-dihydroxy-2(S),7(S)-diisopropyl-8-[4-methoxy -3-(2-methoxymethoxyethyl)-phenyl]-octanoic acid (N-butyl)-amide). As a reaction SMILES: [CH2:1]([NH:5][C:6](=[O:39])[C@H:7]([CH:36]([CH3:38])[CH3:37])[CH2:8][C@H:9]([OH:35])[C@@H:10]([N:32]=[N+]=[N-])[CH2:11][C@@H:12]([CH:29]([CH3:31])[CH3:30])[CH:13]([OH:28])[C:14]1[CH:19]=[CH:18][C:17]([O:20][CH3:21])=[C:16]([CH2:22][CH:23](OC)[O:24][CH3:25])[CH:15]=1)[CH2:2][CH2:3][CH3:4].C([C@H]1[C@@H]([C@@H](N=[N+]=[N-])C[C@@H](C(C)C)C(O)C2C=CC(OC)=C(CCOCOC)C=2)C[O:45][C:44]1=O)(C)C.C(N)CCC>>[CH2:1]([NH:5][C:6](=[O:39])[C@H:7]([CH:36]([CH3:38])[CH3:37])[CH2:8][C@H:9]([OH:35])[C@@H:10]([NH2:32])[CH2:11][C@@H:12]([CH:29]([CH3:30])[CH3:31])[CH:13]([OH:28])[C:14]1[CH:19]=[CH:18][C:17]([O:20][CH3:21])=[C:16]([CH2:22][CH2:23][O:24][CH2:25][O:45][CH3:44])[CH:15]=1)[CH2:2][CH2:3][CH3:4]. Reported procedure: 5(S)-Azido-4(S),8(R,S)-dihydroxy-2(S),7(S)-diisopropyl-8-[4-methoxy-3-(2-methoxy-methoxyethyl)-phenyl]-octanoic acid (N-butyl)-amide A solution of 400 mg of 3(S)-isopropyl-4(S)-{1(S)-azido-4(R,S)-hydroxy-3(S)-isopropyl -4-[4-methoxy-3-(2-methoxymethoxyethyl)-phenyl]-butyl}-tetrahydrofuran-2-one (Example 81d) and 3.8 ml of n-butylamine is stirred for 16 hours at 50° C. and then concentrated by evaporation. Purification of the residue by FC (50 g of silica gel, hexane/ethyl acetate=1:1) yields the... Starting materials: C(C)(C)(C)OC(=O)C=C1SC(S1)C(=O)OC (methyl 2-(t-butoxycarbonylmethylene)-1,3-dithietane-4-carboxylate), N1=CC=CC=C1 (pyridine), C1(=CC=CC=C1)SCl (benzenesulfenyl chloride), carboxylate. The solvent is C(Cl)Cl (methylene chloride). Yields the product C(C)(C)(C)OC(=O)C(SC1=CC=CC=C1)=C1SC(S1)C(=O)OC (methyl 2-(1-t-butoxycarbonyl-1-phenylthiomethylene)-1,3-dithietane-4-carboxylate). As a reaction SMILES: [C:1]([O:5][C:6]([CH:8]=[C:9]1[S:12][CH:11]([C:13]([O:15][CH3:16])=[O:14])[S:10]1)=[O:7])([CH3:4])([CH3:3])[CH3:2].N1C=CC=CC=1.[C:23]1([S:29]Cl)[CH:28]=[CH:27][CH:26]=[CH:25][CH:24]=1>C(Cl)Cl>[C:1]([O:5][C:6]([C:8](=[C:9]1[S:12][CH:11]([C:13]([O:15][CH3:16])=[O:14])[S:10]1)[S:29][C:23]1[CH:28]=[CH:27][CH:26]=[CH:25][CH:24]=1)=[O:7])([CH3:3])([CH3:4])[CH3:2]. Procedure: A mixture of methyl 2-(t-butoxycarbonylmethylene)-1,3-dithietane-4-carboxylate (689 mg), pyridine (430 μl) and benzenesulfenyl chloride is allowed to react in methylene chloride at 0° C. until no starting carboxylate is detected. The reaction mixture is washed with water, dried, and vacuum evaporated to give methyl 2-(1-t-butoxycarbonyl-1-phenylthiomethylene)-1,3-dithietane-4-carboxylate. Yield: 713 mg (73%). The reactants are BrC1=CC=C(C=C1)O (4-bromophenol), FC1=CC=C(C2=C1C=CO2)B(O)O (4-fluorobenzofuran-7-boronic acid), C([O-])([O-])=O.[Na+].[Na+] (sodium carbonate), solid, C(C)(=O)[O-].[NH4+] (ammonium acetate). Reagents/catalysts: [C].[Pd] (palladium-carbon), [C].[Pd] (palladium-carbon), C1=CC=C(C=C1)P([C-]2C=CC=C2)C3=CC=CC=C3.C1=CC=C(C=C1)P([C-]2C=CC=C2)C3=CC=CC=C3.Cl[Pd]Cl.[Fe+2] (Pd(dppf)Cl2). The solvent is O (water), O1CCOCC1 (1,4-Dioxane), CO (methanol). Reaction conditions: temperature 100 celsius, time 2 hour. Yields the product FC1=CC=C(C2=C1CCO2)C2=CC=C(C=C2)O (4-(4-fluoro-2,3-dihydro-1-benzofuran-7-yl)phenol). Yield: 11.0%. RXN SMILES: Br[C:2]1[CH:7]=[CH:6][C:5]([OH:8])=[CH:4][CH:3]=1.[F:9][C:10]1[C:15]2[CH:16]=[CH:17][O:18][C:14]=2[C:13](B(O)O)=[CH:12][CH:11]=1.C(=O)([O-])[O-].[Na+].[Na+].C([O-])(=O)C.[NH4+]>CO.C1C=CC(P(C2C=CC=CC=2)[C-]2C=CC=C2)=CC=1.C1C=CC(P(C2C=CC=CC=2)[C-]2C=CC=C2)=CC=1.Cl[Pd]Cl.[Fe+2].[C].[Pd].O.O1CCOCC1>[F:9][C:10]1[C:15]2[CH2:16][CH2:17][O:18][C:14]=2[C:13]([C:2]2[CH:7]=[CH:6][C:5]([OH:8])=[CH:4][CH:3]=2)=[CH:12][CH:11]=1 |f:2.3.4,5.6,8.9.10.11,12.13|. Procedure: 1,4-Dioxane (12 mL) and water (4 mL) were added to 4-bromophenol (315 mg, 1.82 mmol), 4-fluorobenzofuran-7-boronic acid (360 mg, 2.00 mmol), sodium carbonate (405 mg, 3.82 mmol), and Pd(dppf)Cl2 (catalytic amount), and stirred at 100° C. for 2 hours and a half. The reaction solution was concentrated under reduced pressure. To the residue, ethyl acetate and 1N hydrochloric acid were added and stirred. After that, the insoluble material was filtered off, and extraction was performed with ethyl ace... Reactants: OC(C(F)(F)F)C1(COC1)CCC (3-(1-hydroxy-2,2,2-trifluoroethyl)-3-n-propyloxetane), CCOCC (ether), N1=CC=CC=C1 (pyridine), C(C)OCC (diethyl ether). Conditions: time 8 hour. Yields the product C(CCCC#C)(=O)OC(C(F)(F)F)C1(COC1)CCC (2,2,2-trifluoro-1-(3-propyloxetan-3-yl)ethyl hex-5-ynoate). Reaction SMILES: [OH:1][CH:2]([C:7]1([CH2:11][CH2:12][CH3:13])[CH2:10][O:9][CH2:8]1)[C:3]([F:6])([F:5])[F:4].N1C=[CH:18][CH:17]=[CH:16][CH:15]=1.C([O:22][CH2:23][CH3:24])C>>[C:23]([O:1][CH:2]([C:7]1([CH2:11][CH2:12][CH3:13])[CH2:8][O:9][CH2:10]1)[C:3]([F:4])([F:5])[F:6])(=[O:22])[CH2:24][CH2:18][CH2:17][C:16]#[CH:15]. Reported procedure: A mixture of hex-5-ynoic acid (1 g) and thionyl chloride (1.95 ml) in benzene (25 ml) was heated at reflux for 2.5 hours. The resulting solution was cooled and then evaporated in vacuo. The acid chloride thus obtained was taken up in dry diethyl ether (5 ml) and added, dropwise, to a stirred solution of 3-(1-hydroxy-2,2,2-trifluoroethyl)-3-n-propyloxetane (1.77 g) (European Patent Application No. 211598) and pyridine (0.8 ml) in ether (20 ml). The reaction mixture was allowed to stir at room tem... Conditions: time 20 hour. The product is CC(=CC=C(C#N)C1=CC=CC=C1)C (5-methyl-2-phenyl-hexa-2,4-diene nitrile). Run in CO (methanol), CO (methanol). Starting materials: C(C1=CC=CC=C1)C#N (benzylcyanide), [Na] (Sodium), CC(=CC=O)C (3-methyl-2-butenal). Reported procedure: Sodium (9.2 g, 0.4 mol) is dissolved in methanol (130 ml) and benzylcyanide (46.8 g, 0.40 mol) is added, followed by the careful addition of a solution of 3-methyl-2-butenal (40.3 g, 0.48) in methanol (100 ml). The resulting suspension is stirred for 20 h at room temperature and then worked up following the procedure described in Example 2. The crude product is crystallized twice from hexane to yield 5-methyl-2-phenyl-hexa-2,4-diene nitrile (44.9 g, 61%), m.p. 66-67° C. RXN SMILES: [Na].[CH2:2]([C:9]#[N:10])[C:3]1[CH:8]=[CH:7][CH:6]=[CH:5][CH:4]=1.[CH3:11][C:12]([CH3:16])=[CH:13][CH:14]=O>CO>[CH3:11][C:12]([CH3:16])=[CH:13][CH:14]=[C:2]([C:3]1[CH:8]=[CH:7][CH:6]=[CH:5][CH:4]=1)[C:9]#[N:10] |^1:0|. Yield: 61.3%. Starting materials: CC(=O)O, Ic1ccc(N2CCNCC2)cc1, O=C1CCCC1. As a reaction SMILES: [C:20]([OH:21])(=[O:22])[CH3:23].[I:1][c:2]1[cH:3][cH:4][c:5]([N:8]2[CH2:9][CH2:10][NH:11][CH2:12][CH2:13]2)[cH:6][cH:7]1.[O:14]=[C:15]1[CH2:16][CH2:17][CH2:18][CH2:19]1>>[I:1][c:2]1[cH:3][cH:4][c:5]([N:8]2[CH2:9][CH2:10][N:11]([CH:15]3[CH2:16][CH2:17][CH2:18][CH2:19]3)[CH2:12][CH2:13]2)[cH:6][cH:7]1. The product is Ic1ccc(N2CCN(C3CCCC3)CC2)cc1. Reactants: C(C(=O)Cl)(=O)Cl (oxalyl chloride), CN(C=O)C (N,N-dimethylformamide), FC(C=1C=C(C=CC1)CC(=O)O)(F)F ([3-(Trifluoromethyl)phenyl]acetic acid). Run in O1CCCC1 (tetrahydrofuran). Reaction conditions: time 1 hour. Product: FC(C=1C=C(C=CC1)CC(=O)Cl)(F)F ([3-(trifluoromethyl)phenyl]acetyl chloride). As a reaction SMILES: [F:1][C:2]([F:14])([F:13])[C:3]1[CH:4]=[C:5]([CH2:9][C:10](O)=[O:11])[CH:6]=[CH:7][CH:8]=1.C(Cl)(=O)C([Cl:18])=O.CN(C)C=O>O1CCCC1>[F:1][C:2]([F:14])([F:13])[C:3]1[CH:4]=[C:5]([CH2:9][C:10]([Cl:18])=[O:11])[CH:6]=[CH:7][CH:8]=1. Procedure: [3-(Trifluoromethyl)phenyl]acetic acid (4.1 g, 20.1 mmol) was dissolved in tetrahydrofuran (20 mL), and oxalyl chloride (2.1 mL, 24.5 mmol) and N,N-dimethylformamide (5 μL) were added. The reaction mixture was stirred at room temperature for 1 hr, and the solvent was evaporated under reduced pressure to give [3-(trifluoromethyl)phenyl]acetyl chloride. To a solution of 3-amino-4-fluorophenol (2.43 g, 19.1 mmol) in tetrahydrofuran (20 mL) was added a suspension of sodium hydrogen carbonate (2.41 g...